The task is: describe an organic reaction: reactants, conditions, products, and yield. This data is from the Open Reaction Database (ORD), a public repository of structured organic reaction records. Starting materials: ClC1=C(C=C(C(=C1)NCC=1OC=CC1)C(=O)OCC(Cl)(Cl)Cl)S(=O)(=O)NCOC(CCCCC(=O)OCN(C(C(=O)C1=CC(=CC=C1)Cl)C)C(C)(C)C)=O (2-[(6-(2-chloro-4-[(2-furanylmethyl)amino]-5-(2,2,2-trichloroethoxycarbonyl)phenylsulfonamidomethoxy)(6-oxo)hexanoyloxymethyl)(1,1-dimethylethyl)amino]-1-(3-chlorophenyl)-1-propanone). Reagents/catalysts: [Zn] (Zinc). The solvent is C(C)(=O)O (acetic acid). Yields the product C(=O)(O)C=1C(=CC(=C(C1)S(=O)(=O)NCOC(CCCCC(=O)OCN(C(C(=O)C1=CC(=CC=C1)Cl)C)C(C)(C)C)=O)Cl)NCC=1OC=CC1 (2-[(6-(5-carboxy-2-chloro-4-[(2-furanylmethyl)amino]phenylsulfonamidomethoxy)(6-oxo)hexanoyloxymethyl)(1,1-dimethylethyl)amino]-1-(3-chlorophenyl)-1-propanone). RXN SMILES: [Cl:1][C:2]1[CH:7]=[C:6]([NH:8][CH2:9][C:10]2[O:11][CH:12]=[CH:13][CH:14]=2)[C:5]([C:15]([O:17]CC(Cl)(Cl)Cl)=[O:16])=[CH:4][C:3]=1[S:23]([NH:26][CH2:27][O:28][C:29](=[O:54])[CH2:30][CH2:31][CH2:32][CH2:33][C:34]([O:36][CH2:37][N:38]([C:50]([CH3:53])([CH3:52])[CH3:51])[CH:39]([CH3:49])[C:40]([C:42]1[CH:47]=[CH:46][CH:45]=[C:44]([Cl:48])[CH:43]=1)=[O:41])=[O:35])(=[O:25])=[O:24]>C(O)(=O)C.[Zn]>[C:15]([C:5]1[C:6]([NH:8][CH2:9][C:10]2[O:11][CH:12]=[CH:13][CH:14]=2)=[CH:7][C:2]([Cl:1])=[C:3]([S:23]([NH:26][CH2:27][O:28][C:29](=[O:54])[CH2:30][CH2:31][CH2:32][CH2:33][C:34]([O:36][CH2:37][N:38]([C:50]([CH3:51])([CH3:53])[CH3:52])[CH:39]([CH3:49])[C:40]([C:42]2[CH:47]=[CH:46][CH:45]=[C:44]([Cl:48])[CH:43]=2)=[O:41])=[O:35])(=[O:24])=[O:25])[CH:4]=1)([OH:17])=[O:16]. Reported procedure: A solution of 2-[(6-(2-chloro-4-[(2-furanylmethyl)amino]-5-(2,2,2-trichloroethoxycarbonyl)phenylsulfonamidomethoxy)(6-oxo)hexanoyloxymethyl)(1,1-dimethylethyl)amino]-1-(3-chlorophenyl)-1-propanone (0.060 mole) in acetic acid (100 mL) is cooled in an ice water bath. Zinc dust (0.12 mole) is added in several portions with stirring, and the reaction is stirred for 2.5 hours at 0° C. The mixture is filtered to remove zinc salts, and the volatiles are removed by spin evaporation in vacuo. The residue... The reactants are CC1CNCC(C)N1, Cc1nc(Cl)ccc1C(=O)Nc1ccc(Cl)c(-c2ccccn2)c1. Yields the product Cc1nc(N2CC(C)NC(C)C2)ccc1C(=O)Nc1ccc(Cl)c(-c2ccccn2)c1. RXN SMILES: [CH3:25][CH:26]1[NH:27][CH:28]([CH3:32])[CH2:29][NH:30][CH2:31]1.[Cl:1][c:2]1[n:3][c:4]([CH3:24])[c:5]([C:6](=[O:7])[NH:8][c:9]2[cH:10][c:11](-[c:16]3[n:17][cH:18][cH:19][cH:20][cH:21]3)[c:12]([Cl:15])[cH:13][cH:14]2)[cH:22][cH:23]1>>[c:2]1([N:30]2[CH2:29][CH:28]([CH3:32])[NH:27][CH:26]([CH3:25])[CH2:31]2)[n:3][c:4]([CH3:24])[c:5]([C:6](=[O:7])[NH:8][c:9]2[cH:10][c:11](-[c:16]3[n:17][cH:18][cH:19][cH:20][cH:21]3)[c:12]([Cl:15])[cH:13][cH:14]2)[cH:22][cH:23]1. Yields the product NC(=O)Nc1sc2ccccc2c1C(N)=O. Reaction SMILES: [Cl:14][S:15](=[O:16])(=[O:17])[N:18]=[C:19]=[O:20].[Cl:22][CH2:23][Cl:24].[NH2:1][c:2]1[c:3]([C:11](=[O:12])[NH2:13])[c:4]2[c:5]([s:6]1)[cH:7][cH:8][cH:9][cH:10]2.[OH2:21]>>[NH:1]([c:2]1[c:3]([C:11](=[O:12])[NH2:13])[c:4]2[c:5]([s:6]1)[cH:7][cH:8][cH:9][cH:10]2)[C:19]([NH2:18])=[O:20]. Reactants: O=C=NS(=O)(=O)Cl, ClCCl, NC(=O)c1c(N)sc2ccccc12, O. The reactants are NC1=CC=C(CN2C=C3C(C=4C=CC=CC24)=NN(C3=O)C3=C(C=CC=C3)C)C=C1 (5-(4-Aminobenzyl)-2-(2-methylphenyl)-2,5-dihydro-3H-pyrazolo[4,3-c]quinolin-3-one), [Cl-].[NH4+] (ammonium chloride), C([O-])(O)=O.[Na+] (sodium bicarbonate), CS(=O)(=O)Cl (methanesulfonyl chloride). The solvent is ClCCl (dichloromethane), ClCCl (dichloromethane). Run at temperature 0 celsius, time 4 hour. Product: CC1=C(C=CC=C1)N1N=C2C(=CN(C=3C=CC=CC23)CC2=CC=C(C=C2)NS(=O)(=O)C)C1=O (N-(4-{[2-(2-Methylphenyl)-3-oxo-2,3-dihydro-5H-pyrazolo[4,3-c]quinolin-5-yl]methyl}phenyl)methanesulfonamide). RXN SMILES: [NH2:1][C:2]1[CH:29]=[CH:28][C:5]([CH2:6][N:7]2[C:16]3[CH:15]=[CH:14][CH:13]=[CH:12][C:11]=3[C:10]3=[N:17][N:18]([C:21]4[CH:26]=[CH:25][CH:24]=[CH:23][C:22]=4[CH3:27])[C:19](=[O:20])[C:9]3=[CH:8]2)=[CH:4][CH:3]=1.C(=O)(O)[O-].[Na+].[CH3:35][S:36](Cl)(=[O:38])=[O:37].[Cl-].[NH4+]>ClCCl>[CH3:27][C:22]1[CH:23]=[CH:24][CH:25]=[CH:26][C:21]=1[N:18]1[C:19](=[O:20])[C:9]2=[CH:8][N:7]([CH2:6][C:5]3[CH:4]=[CH:3][C:2]([NH:1][S:36]([CH3:35])(=[O:38])=[O:37])=[CH:29][CH:28]=3)[C:16]3[CH:15]=[CH:14][CH:13]=[CH:12][C:11]=3[C:10]2=[N:17]1 |f:1.2,4.5|. Reported procedure: 5-(4-Aminobenzyl)-2-(2-methylphenyl)-2,5-dihydro-3H-pyrazolo[4,3-c]quinolin-3-one (Example 756, 35 mg, 0.092 mmol) and sodium bicarbonate (23 mg, 0.28 mmol, 3 equiv) were combined in dichloromethane (2 mL) and cooled to 0° C. The mixture was treated with methanesulfonyl chloride (0.071 mL, 0.92 mmol, 10 equiv), stirred for 4 hours and treated with ammonium chloride (0.2 mL, aqueous saturated). The mixture was diluted with dichloromethane (15 mL) and washed with brine (15 mL). The organic extract... Starting materials: N1=CC(=CC=C1)N1C=CC2=CC=CC=C12 (1-(pyridin-3-yl)-1H-indole), ClN1C(CCC1=O)=O (N-chlorosuccinimide). The product is N1=CC(=CC=C1)N1C(CC2=CC=CC=C12)=O (1-(pyridin-3-yl)-1,3-dihydroindol-2-one). Yield: 59.0%. As a reaction SMILES: [N:1]1[CH:6]=[CH:5][CH:4]=[C:3]([N:7]2[C:15]3[C:10](=[CH:11][CH:12]=[CH:13][CH:14]=3)[CH:9]=[CH:8]2)[CH:2]=1.ClN1C(=[O:22])CCC1=O>>[N:1]1[CH:6]=[CH:5][CH:4]=[C:3]([N:7]2[C:15]3[C:10](=[CH:11][CH:12]=[CH:13][CH:14]=3)[CH2:9][C:8]2=[O:22])[CH:2]=1. Procedure: 1-(pyridin-3-yl)-1H-indole is reacted with N-chlorosuccinimide as described in Example 12 to give 1-(pyridin-3-yl)-1,3-dihydroindol-2-one (59% yield) as a light brown solid. Reactants: Cl (HCl), C(C)OC(C(C(=O)OCC)C1=NC=C(C=C1)Br)=O (diethyl(5-bromopyridin-2-yl)malonate), [Li+].[OH-] (LiOH). Run in CC(C)O (IPA), C(Cl)Cl (DCM), C1CCOC1 (THF), O (water). Run at temperature 60 celsius. The product is BrC=1C=CC(=NC1)CC(=O)O ((5-Bromopyridin-2-yl)acetic acid). As a reaction SMILES: C([O:3][C:4](=[O:18])[CH:5]([C:11]1[CH:16]=[CH:15][C:14]([Br:17])=[CH:13][N:12]=1)C(OCC)=O)C.[Li+].[OH-].Cl>C1COCC1.O.CC(O)C.C(Cl)Cl>[Br:17][C:14]1[CH:15]=[CH:16][C:11]([CH2:5][C:4]([OH:18])=[O:3])=[N:12][CH:13]=1 |f:1.2|. Reported procedure: To a solution of diethyl(5-bromopyridin-2-yl)malonate (Preparation 84, 5.28 g, 16.70 mmol) in THF (50 mL) was added a solution of LiOH (2.10 g, 50.13 mmol) in water (12.5 mL) and the reaction was heated to 60° C. for 3 hours. The reaction was cooled and acidified to pH 3-4 with 2N HCl and diluted with 20% IPA in DCM. The organic layer was collected, dried over sodium sulphate and concentrated in vacuo. The crude residue was triturated with hexane to afford the title compound.